Dataset: the Open Reaction Database (ORD), a public repository of structured organic reaction records. Task: describe an organic reaction: reactants, conditions, products, and yield Starting materials: C=CCc1ccc(C(F)(F)F)cc1OCC(=O)OCC, CCO, Cl, [Na+], [OH-]. The product is C=CCc1ccc(C(F)(F)F)cc1OCC(=O)O. RXN SMILES: [CH2:1]([CH:2]=[CH2:3])[c:4]1[c:5]([O:6][CH2:7][C:8](=[O:9])[O:10][CH2:11][CH3:12])[cH:13][c:14]([C:17]([F:18])([F:19])[F:20])[cH:15][cH:16]1.[CH3:24][CH2:25][OH:26].[ClH:23].[Na+:22].[OH-:21]>>[CH2:1]([CH:2]=[CH2:3])[c:4]1[c:5]([O:6][CH2:7][C:8](=[O:9])[OH:10])[cH:13][c:14]([C:17]([F:18])([F:19])[F:20])[cH:15][cH:16]1. Starting materials: O=C([O-])O, CCOCCO, N#Cc1cnc2cc(Cl)c([N+](=O)[O-])cc2c1Cl, COc1cc(N)c(C)cc1Cl, Cl, [Na+], O, c1ccncc1. The product is COc1cc(Nc2c(C#N)cnc3cc(Cl)c([N+](=O)[O-])cc23)c(C)cc1Cl. RXN SMILES: [C:36](=[O:37])([OH:38])[O-:39].[CH3:41][CH2:42][O:43][CH2:44][CH2:45][OH:46].[Cl:1][c:2]1[c:3]([C:16]#[N:17])[cH:4][n:5][c:6]2[cH:7][c:8]([Cl:15])[c:9]([N+:12](=[O:13])[O-:14])[cH:10][c:11]12.[Cl:25][c:26]1[cH:27][c:28]([CH3:35])[c:29]([NH2:30])[cH:31][c:32]1[O:33][CH3:34].[ClH:18].[Na+:40].[OH2:47].[n:19]1[cH:20][cH:21][cH:22][cH:23][cH:24]1>>[c:2]1([NH:30][c:29]2[c:28]([CH3:35])[cH:27][c:26]([Cl:25])[c:32]([O:33][CH3:34])[cH:31]2)[c:3]([C:16]#[N:17])[cH:4][n:5][c:6]2[cH:7][c:8]([Cl:15])[c:9]([N+:12](=[O:13])[O-:14])[cH:10][c:11]12. Reactants: N (NH3), C(C1=CC=CC=C1)OC1=CC(NC=C1)=O (4-(benzyloxy)pyridin-2(1H)-one), BrC=1C=CC2=C(N(C(=N2)C2CC2)C)C1 (6-bromo-2-cyclopropyl-1-methyl-1H-benzimidazole), C([O-])([O-])=O.[K+].[K+] (potassium carbonate), CNCCNC (N,N′-dimethylethylenediamine). Reagents/catalysts: [Cu](I)I (copper iodide). The solvent is CS(=O)C (DMSO). Conditions: temperature 150 celsius, time 1 hour. The product is C(C1=CC=CC=C1)OC1=CC(N(C=C1)C=1C=CC2=C(N(C(=N2)C2CC2)C)C1)=O (4-(Benzyloxy)-1-(2-cyclopropyl-1-methyl-1H-benzimidazol-6-yl)pyridin-2(1H)-one). Yield: 54.2%. As a reaction SMILES: [CH2:1]([O:8][C:9]1[CH:14]=[CH:13][NH:12][C:11](=[O:15])[CH:10]=1)[C:2]1[CH:7]=[CH:6][CH:5]=[CH:4][CH:3]=1.Br[C:17]1[CH:18]=[CH:19][C:20]2[N:24]=[C:23]([CH:25]3[CH2:27][CH2:26]3)[N:22]([CH3:28])[C:21]=2[CH:29]=1.C(=O)([O-])[O-].[K+].[K+].CNCCNC.N>[Cu](I)I.CS(C)=O>[CH2:1]([O:8][C:9]1[CH:14]=[CH:13][N:12]([C:17]2[CH:18]=[CH:19][C:20]3[N:24]=[C:23]([CH:25]4[CH2:26][CH2:27]4)[N:22]([CH3:28])[C:21]=3[CH:29]=2)[C:11](=[O:15])[CH:10]=1)[C:2]1[CH:3]=[CH:4][CH:5]=[CH:6][CH:7]=1 |f:2.3.4|. Procedure: A mixture of 4-(benzyloxy)pyridin-2(1H)-one (1.60 g), 6-bromo-2-cyclopropyl-1-methyl-1H-benzimidazole (2 g), potassium carbonate (3.30 g), N,N′-dimethylethylenediamine (0.855 ml), copper iodide (1.52 g) and DMSO (40 ml) was stirred at 150° C. under Ar atmosphere for 1 h. The mixture was poured into 28% NH3 solution. The precipitate was collected by filtration and washed with water and EtOAc. The solid was dissolved in THF, put on through silica gel pad and concentrated in vacuo. The residue was ...